From a dataset of the Open Reaction Database (ORD), a public repository of structured organic reaction records. describe an organic reaction: reactants, conditions, products, and yield Starting materials: COB(OC)OC (trimethylborate), [Li]CCCC (n-BuLi), CCCCCC (hexane), C(C)OC(C1=C(C=CC(=C1)Br)OC)OCC (5-bromo-2-methoxybenzaldehyde diethylacetal). Run in C1CCOC1 (THF), C1CCOC1 (THF). Reaction conditions: temperature 0 celsius, time 4 hour. Product: C(CCC)C=1C=CC(=C(C=O)C1)OC (5-butyl-2-methoxybenzaldehyde). The yield is 43.0%. As a reaction SMILES: [Li][CH2:2][CH2:3][CH2:4][CH3:5].CCCCCC.C([O:14][CH:15](OCC)[C:16]1[CH:21]=[C:20](Br)[CH:19]=[CH:18][C:17]=1[O:23][CH3:24])C.COB(OC)OC>C1COCC1>[CH2:2]([C:20]1[CH:19]=[CH:18][C:17]([O:23][CH3:24])=[C:16]([CH:21]=1)[CH:15]=[O:14])[CH2:3][CH2:4][CH3:5]. Procedure: n-BuLi in hexane (1.6M, 15.4 mL, 24.6 mmol) was added dropwise over 15 min to a -70° C. solution of 5-bromo-2-methoxybenzaldehyde diethylacetal in 50 mL of THF. Once the addition was complete, the mixture was stirred and allowed to warm up to 0° C. over 1.5 h. The mixture was then cooled to -70° C. and a solution of trimethylborate (5.4 mL, 48 mmol) in 25 mL of THF was added rapidly through a double-ended needle. The reaction was kept at -70° C. for 4 h and was then allowed to warm to 0° C. slow... Reactants: C(C)(C)(C)N1N=CC(=C1C1=CC=C(C=C1)F)C(N)=S (1-tert-butyl-5-(4-fluorophenyl)-1H-pyrazole-4-carbothioamide), ClCC(CC(=O)OCC)=O (ethyl 4-chloroacetoacetate). Run in C(C)O (ethanol). Product: C(C)(C)(C)N1N=CC(=C1C1=CC=C(C=C1)F)C=1SC=C(N1)CC(=O)OCC (ethyl 2-(2-(1-tert-butyl-5-(4-fluorophenyl)-1H-pyrazol-4-yl)thiazol-4-yl)acetate). The yield is 97.7%. Reaction SMILES: [C:1]([N:5]1[C:9]([C:10]2[CH:15]=[CH:14][C:13]([F:16])=[CH:12][CH:11]=2)=[C:8]([C:17](=[S:19])[NH2:18])[CH:7]=[N:6]1)([CH3:4])([CH3:3])[CH3:2].Cl[CH2:21][C:22](=O)[CH2:23][C:24]([O:26][CH2:27][CH3:28])=[O:25]>C(O)C>[C:1]([N:5]1[C:9]([C:10]2[CH:15]=[CH:14][C:13]([F:16])=[CH:12][CH:11]=2)=[C:8]([C:17]2[S:19][CH:21]=[C:22]([CH2:23][C:24]([O:26][CH2:27][CH3:28])=[O:25])[N:18]=2)[CH:7]=[N:6]1)([CH3:4])([CH3:2])[CH3:3]. Procedure: A solution of the compound (2.90 g, 10.46 mmol) obtained in step 4 and ethyl 4-chloroacetoacetate (1.554 mL, 11.50 mmol) in ethanol (30 mL) was stirred at 80° C. for 16 hr. The reaction mixture was concentrated under reduced pressure, and the residue was crystallized from ethyl acetate and hexane to give ethyl 2-(2-(1-tert-butyl-5-(4-fluorophenyl)-1H-pyrazol-4-yl)thiazol-4-yl)acetate (3.96 g, 10.22 mmol, 98%) as a pale-yellow powder.